From a dataset of the Open Reaction Database (ORD), a public repository of structured organic reaction records. describe an organic reaction: reactants, conditions, products, and yield The reactants are COc1ccc([N+](=O)[O-])c(NC(COCc2ccccc2)CO[Si](C)(C)C(C)(C)C)n1, CC(=O)O, CO, [Zn]. The product is COc1ccc(N)c(NC(COCc2ccccc2)CO[Si](C)(C)C(C)(C)C)n1. Reaction SMILES: [CH3:1][C:2]([CH3:3])([CH3:4])[Si:5]([O:6][CH2:7][CH:8]([CH2:9][O:10][CH2:11][c:12]1[cH:13][cH:14][cH:15][cH:16][cH:17]1)[NH:18][c:19]1[n:20][c:21]([O:28][CH3:29])[cH:22][cH:23][c:24]1[N+:25]([O-:26])=[O:27])([CH3:30])[CH3:31].[CH3:32][C:33](=[O:34])[OH:35].[CH3:36][OH:37].[Zn:38]>>[CH3:1][C:2]([CH3:3])([CH3:4])[Si:5]([O:6][CH2:7][CH:8]([CH2:9][O:10][CH2:11][c:12]1[cH:13][cH:14][cH:15][cH:16][cH:17]1)[NH:18][c:19]1[n:20][c:21]([O:28][CH3:29])[cH:22][cH:23][c:24]1[NH2:25])([CH3:30])[CH3:31]. Starting materials: ice water, NC1=C(C(=O)N)C=CC=C1 (2-aminobenzamide), BrCC(=O)OCC (ethyl bromoacetate), C([O-])([O-])=O.[K+].[K+] (potassium carbonate). Solvent: CN(C=O)C (N,N-dimethylformamide). Run at temperature 60 celsius, time 4.5 hour. Yields the product C(N)(=O)C1=C(C=CC=C1)NCC(=O)OCC (ethyl N-(2-carbamoylphenyl)aminoacetate). RXN SMILES: [NH2:1][C:2]1[CH:10]=[CH:9][CH:8]=[CH:7][C:3]=1[C:4]([NH2:6])=[O:5].Br[CH2:12][C:13]([O:15][CH2:16][CH3:17])=[O:14].C(=O)([O-])[O-].[K+].[K+]>CN(C)C=O>[C:4]([C:3]1[CH:7]=[CH:8][CH:9]=[CH:10][C:2]=1[NH:1][CH2:12][C:13]([O:15][CH2:16][CH3:17])=[O:14])(=[O:5])[NH2:6] |f:2.3.4|. Procedure details: A mixture of 2-aminobenzamide (100 g), ethyl bromoacetate (97.74 ml) and potassium carbonate (253.78 g) in N,N-dimethylformamide (400 ml) was stirred at 60° C. for 4.5 hours. After cooling, the reaction mixture was poured into ice-water (2 l) and the resulting crystals were collected by filtration. Thus obtained product was purified by recrystallization from ethanol to give ethyl N-(2-carbamoylphenyl)aminoacetate (123.93 g). The reactants are C(C)C1=C(C(=CC=C1)CC)Br (1,3-diethyl-2-bromobenzene), C(=O)C=1C=C(C=CC1)B(O)O (3-formylphenylboronic acid), C([O-])([O-])=O.[Na+].[Na+] (sodium carbonate), O (water). The reagents and catalysts are C=1C=CC(=CC1)[P](C=2C=CC=CC2)(C=3C=CC=CC3)[Pd]([P](C=4C=CC=CC4)(C=5C=CC=CC5)C=6C=CC=CC6)([P](C=7C=CC=CC7)(C=8C=CC=CC8)C=9C=CC=CC9)[P](C=1C=CC=CC1)(C=1C=CC=CC1)C=1C=CC=CC1 (tetrakistriphenylphosphinepalladium). Run in C1(=CC=CC=C1)C (toluene), C(C)O (ethanol), C(C)(=O)OCC (ethyl acetate). Yields the product C(C)C1=C(C(=CC=C1)CC)C1=CC(=CC=C1)C=O (2′,6′-diethylbiphenyl-3-carbaldehyde). The yield is 80.2%. As a reaction SMILES: [CH2:1]([C:3]1[CH:8]=[CH:7][CH:6]=[C:5]([CH2:9][CH3:10])[C:4]=1Br)[CH3:2].[CH:12]([C:14]1[CH:15]=[C:16](B(O)O)[CH:17]=[CH:18][CH:19]=1)=[O:13].C(=O)([O-])[O-].[Na+].[Na+].O>C(OCC)(=O)C.C1C=CC([P]([Pd]([P](C2C=CC=CC=2)(C2C=CC=CC=2)C2C=CC=CC=2)([P](C2C=CC=CC=2)(C2C=CC=CC=2)C2C=CC=CC=2)[P](C2C=CC=CC=2)(C2C=CC=CC=2)C2C=CC=CC=2)(C2C=CC=CC=2)C2C=CC=CC=2)=CC=1.C1(C)C=CC=CC=1.C(O)C>[CH2:1]([C:3]1[CH:8]=[CH:7][CH:6]=[C:5]([CH2:9][CH3:10])[C:4]=1[C:18]1[CH:17]=[CH:16][CH:15]=[C:14]([CH:12]=[O:13])[CH:19]=1)[CH3:2] |f:2.3.4,^1:39,41,60,79|. Procedure details: A mixture of 1,3-diethyl-2-bromobenzene (3.87 g, 18.2 mmol), 3-formylphenylboronic acid (3.0 g, 20.0 mmol), tetrakistriphenylphosphinepalladium (0.84 g, 0.73 mmol), sodium carbonate (5.79 g, 54.6 mmol), water (20 mL), ethanol (20 mL) and toluene (200 mL) was heated under reflux overnight under an argon atmosphere. The reaction mixture was cooled, diluted with ethyl acetate, washed with water, dried, and concentrated under reduced pressure. The residue was purified by silica gel column chromatogr... The reactants are ON1N=NC2=C1C=CC=C2 (N-hydroxybenzotriazole), CN1CCOCC1 (N-methyl-morpholine), C1(=CC=C(C=C1)S(=O)(=O)O)C.C(C1=CC=CC=C1)OC([C@@H](N)CCC(=O)OCC1=CC=CC=C1)=O (L-glutamic acid dibenzyl ester p-toluenesulfonate), C(C)(C)(C)OC(=O)N[C@@H](CC(C)C)[C@@H](O)CC(O)=O (N-(t-butyloxycarbonyl)-statine), CC1=CC=C(C=C1)S(=O)(=O)[O-].C[N+]1(CCOCC1)CCN=C=NC2CCCCC2 (1-cyclohexyl-3-(2-morpholinoethyl)carbodiimide metho p-toluene sulfonate). The solvent is C(Cl)Cl (methylene chloride). Reaction conditions: temperature 20 celsius, time 19 hour. Product: C(C1=CC=CC=C1)OC([C@@H](N)CCC(=O)OCC1=CC=CC=C1)=O.C(C)(C)(C)OC(=O)N[C@@H](CC(C)C)[C@@H](O)CC(O)=O ([N-(t-butyloxycarbonyl)statine]-glutamic acid dibenzyl ester). RXN SMILES: [OH:1]N1C2C=CC=CC=2N=N1.C[N:12]1[CH2:17]C[O:15][CH2:14][CH2:13]1.[C:18]1([CH3:28])[CH:23]=CC(S(O)(=O)=O)=C[CH:19]=1.[CH2:29]([O:36][C:37](=[O:52])[C@H:38]([CH2:40][CH2:41][C:42]([O:44][CH2:45][C:46]1[CH:51]=[CH:50][CH:49]=[CH:48][CH:47]=1)=[O:43])[NH2:39])[C:30]1[CH:35]=[CH:34][CH:33]=[CH:32][CH:31]=1.[C:53]([O:57]C(N[C@H]([C@H](CC(=O)O)O)CC(C)C)=O)([CH3:56])([CH3:55])[CH3:54].CC1C=CC(S([O-])(=O)=O)=CC=1.C[N+]1(CCN=C=NC2CCCCC2)CCOCC1>C(Cl)Cl>[CH2:29]([O:36][C:37](=[O:52])[C@H:38]([CH2:40][CH2:41][C:42]([O:44][CH2:45][C:46]1[CH:51]=[CH:50][CH:49]=[CH:48][CH:47]=1)=[O:43])[NH2:39])[C:30]1[CH:31]=[CH:32][CH:33]=[CH:34][CH:35]=1.[C:53]([O:57][C:17]([NH:12][C@H:13]([C@H:14]([CH2:38][C:37](=[O:36])[OH:52])[OH:15])[CH2:28][CH:18]([CH3:19])[CH3:23])=[O:1])([CH3:56])([CH3:55])[CH3:54] |f:2.3,5.6,8.9|. Procedure: N-hydroxybenzotriazole (324 mg., 2.4 mmoles), N-methyl-morpholine (202 mg., 2 mmoles), L-glutamic acid dibenzyl ester p-toluenesulfonate (995 mg., 2 mmoles), N-(t-butyloxycarbonyl)-statine (660 mg., 2.4 mmoles) and 1-cyclohexyl-3-(2-morpholinoethyl)carbodiimide metho p-toluene sulfonate (1271 mg., 80% pure, 2.4 mmoles) were sequentially dissolved in methylene chloride (100 ml.) at 0° C. and the resulting solution stirred for 19 hours at 20° C. The reaction mixture was then washed consecutively w... Reactants: CC(C)(C)OC(=O)C=Cc1cc[nH]c1, [H-], [Na+], O=S(=O)(Cl)Cc1ccccc1. The product is CC(C)(C)OC(=O)C=Cc1ccn(S(=O)(=O)Cc2ccccc2)c1. Reaction SMILES: [C:3]([CH3:4])([CH3:5])([CH3:6])[O:7][C:8]([CH:9]=[CH:10][c:11]1[cH:12][nH:13][cH:14][cH:15]1)=[O:16].[H-:1].[Na+:2].[c:17]1([CH2:23][S:24](=[O:25])(=[O:26])[Cl:27])[cH:18][cH:19][cH:20][cH:21][cH:22]1>>[C:3]([CH3:4])([CH3:5])([CH3:6])[O:7][C:8]([CH:9]=[CH:10][c:11]1[cH:12][n:13]([S:24]([CH2:23][c:17]2[cH:18][cH:19][cH:20][cH:21][cH:22]2)(=[O:25])=[O:26])[cH:14][cH:15]1)=[O:16]. Reactants: CCn1cccc1C=O, Cl, NO, O. Yields the product CCn1cccc1C#N. Reaction SMILES: [CH2:1]([CH3:2])[n:3]1[c:4]([CH:8]=[O:9])[cH:5][cH:6][cH:7]1.[ClH:10].[NH2:11][OH:12].[OH2:13]>>[CH2:1]([CH3:2])[n:3]1[c:4]([C:8]#[N:11])[cH:5][cH:6][cH:7]1. Reactants: IC1=CC=C(OC2OCCCC2)C=C1 (2-(4-iodophenoxy)tetrahydro-2H-pyran), CCCCCC (hexane), CN(CCOC=1C=CC(=NC1)C(=O)N(C)OC)C (5-(2-(dimethylamino)-ethoxy)-N-methoxy-N-methylpicolinamide), C(C)(C)O (isopropanol). The solvent is C1CCOC1 (THF), C1CCOC1 (THF), O (water). Conditions: temperature -78 celsius, time 20 minute. Product: CN(CCOC=1C=CC(=NC1)C(=O)C1=CC=C(C=C1)OC1OCCCC1)C ((5-(2-(dimethylamino)ethoxy)pyridin-2-yl)(4-(tetrahydro-2H-pyran-2-yloxy)phenyl)methanone). Isolated yield 47.0%. As a reaction SMILES: I[C:2]1[CH:14]=[CH:13][C:5]([O:6][CH:7]2[CH2:12][CH2:11][CH2:10][CH2:9][O:8]2)=[CH:4][CH:3]=1.CCCCCC.[CH3:21][N:22]([CH3:38])[CH2:23][CH2:24][O:25][C:26]1[CH:27]=[CH:28][C:29]([C:32](N(OC)C)=[O:33])=[N:30][CH:31]=1.C(O)(C)C>C1COCC1.O>[CH3:21][N:22]([CH3:38])[CH2:23][CH2:24][O:25][C:26]1[CH:27]=[CH:28][C:29]([C:32]([C:2]2[CH:14]=[CH:13][C:5]([O:6][CH:7]3[CH2:12][CH2:11][CH2:10][CH2:9][O:8]3)=[CH:4][CH:3]=2)=[O:33])=[N:30][CH:31]=1. Procedure: To a solution of 2-(4-iodophenoxy)tetrahydro-2H-pyran (1.1 eq) in THF was added a solution of nbutyllitium in hexane (1.1 eq) at −78° C. The mixture was stirred at −78° C. for 20 min. To the mixture was added a solution of 5-(2-(dimethylamino)-ethoxy)-N-methoxy-N-methylpicolinamide (1.0 eq) in THF at −78° C. After 2 h, isopropanol and water was added to the mixture, and the cold bath was removed. The mixture was stirred at room temperature for 20 min. The mixture was extracted with ethyl acetate... Reactants: Cl (HCl), COC(=O)C=1N=CC2=CC(=CC=C2C1O)OC1=CC=CC=C1 (4-hydroxy-7-phenoxy-isoquinoline-3-carboxylic acid methyl ester), NCC[C@@H](C(=O)O)O ((S)-(−)-4-amino-2-hydroxybutyric acid), CO (MeOH). Run in C[O-].[Na+] (NaOMe), O (water). Product: O[C@H](C(=O)O)CCNC(=O)C=1N=CC2=CC(=CC=C2C1O)OC1=CC=CC=C1 (2-(S)-Hydroxy-4-[(4-hydroxy-7-phenoxy-isoquinoline-3-carbonyl)-amino]-butyric acid). The yield is 91.2%. As a reaction SMILES: CO[C:3]([C:5]1[N:6]=[CH:7][C:8]2[C:13]([C:14]=1[OH:15])=[CH:12][CH:11]=[C:10]([O:16][C:17]1[CH:22]=[CH:21][CH:20]=[CH:19][CH:18]=1)[CH:9]=2)=[O:4].[NH2:23][CH2:24][CH2:25][C@H:26]([OH:30])[C:27]([OH:29])=[O:28].CO.Cl>C[O-].[Na+].O>[OH:30][C@@H:26]([CH2:25][CH2:24][NH:23][C:3]([C:5]1[N:6]=[CH:7][C:8]2[C:13]([C:14]=1[OH:15])=[CH:12][CH:11]=[C:10]([O:16][C:17]1[CH:18]=[CH:19][CH:20]=[CH:21][CH:22]=1)[CH:9]=2)=[O:4])[C:27]([OH:29])=[O:28] |f:4.5|. Procedure: A mixture of 4-hydroxy-7-phenoxy-isoquinoline-3-carboxylic acid methyl ester (100 mg, 0.34 mmol) and (S)-(−)-4-amino-2-hydroxybutyric acid (122 mg, 1.02 mmol) in 0.5 N NaOMe in MeOH solution (1.4 mL, 0.7 mmol) was microwaved at 120° C. for 1 h. Reaction mixture was diluted with water (100 mL), acidified by 1 N HCl aqueous solution to pH=3-4 and extracted with EtOAc. Organic layer was washed with brine, dried over Mg2SO4, filtered and concentrated to provide the title compound (120 mg, 0.31 mmol)... The reactants are Cc1ncc(CCCN(C)C)cc1Nc1ncc2c(n1)-c1ccc(C(F)(F)F)cc1NC(=O)C2, [Na+], [Na+], O=C([O-])[O-], O, S=P12SP3(=S)SP(=S)(S1)SP(=S)(S2)S3, c1ccncc1. Product: Cc1ncc(CCCN(C)C)cc1Nc1ncc2c(n1)-c1ccc(C(F)(F)F)cc1NC(=S)C2. Reaction SMILES: [CH3:1][N:2]([CH2:3][CH2:4][CH2:5][c:6]1[cH:7][c:8]([NH:13][c:14]2[n:15][cH:16][c:17]3[c:23]([n:24]2)-[c:22]2[c:21]([cH:28][c:27]([C:29]([F:30])([F:31])[F:32])[cH:26][cH:25]2)[NH:20][C:19](=[O:33])[CH2:18]3)[c:9]([CH3:12])[n:10][cH:11]1)[CH3:34].[Na+:55].[Na+:56].[O-:57][C:58](=[O:59])[O-:60].[OH2:61].[P:35]12(=[S:36])[S:37][P:38]3(=[S:48])[S:39][P:40](=[S:46])([S:41][P:42](=[S:45])([S:43]3)[S:44]1)[S:47]2.[cH:49]1[cH:50][cH:51][n:52][cH:53][cH:54]1>>[CH3:1][N:2]([CH2:3][CH2:4][CH2:5][c:6]1[cH:7][c:8]([NH:13][c:14]2[n:15][cH:16][c:17]3[c:23]([n:24]2)-[c:22]2[c:21]([cH:28][c:27]([C:29]([F:30])([F:31])[F:32])[cH:26][cH:25]2)[NH:20][C:19](=[S:36])[CH2:18]3)[c:9]([CH3:12])[n:10][cH:11]1)[CH3:34].